Dataset: the Open Reaction Database (ORD), a public repository of structured organic reaction records. Task: describe an organic reaction: reactants, conditions, products, and yield Starting materials: BrC1=CC=2NC(=NS(C2S1)(=O)=O)NC(C)C (6-bromo-3-isopropylamino-4H-thieno[3,2-e]-1,2,4-thiadiazine 1,1-dioxide), [Cu]C#N (copper(I) cyanide), [OH-].[Na+] (sodium hydroxide), O (water). Solvent: CN(C=O)C (N,N-dimethylformamide). Reaction conditions: temperature 150 celsius. Product: C(#N)C1=CC=2NC(=NS(C2S1)(=O)=O)NC(C)C (6-Cyano-3-isopropylamino-4H-thieno[3,2-e]-1,2,4-thiadiazine 1,1-dioxide). The yield is 2.0%. RXN SMILES: Br[C:2]1[S:10][C:9]2[S:8](=[O:12])(=[O:11])[N:7]=[C:6]([NH:13][CH:14]([CH3:16])[CH3:15])[NH:5][C:4]=2[CH:3]=1.[Cu][C:18]#[N:19].O.[OH-].[Na+]>CN(C)C=O>[C:18]([C:2]1[S:10][C:9]2[S:8](=[O:12])(=[O:11])[N:7]=[C:6]([NH:13][CH:14]([CH3:16])[CH3:15])[NH:5][C:4]=2[CH:3]=1)#[N:19] |f:3.4|. Procedure: To a solution of 6-bromo-3-isopropylamino-4H-thieno[3,2-e]-1,2,4-thiadiazine 1,1-dioxide (243 mg, 0.75 mmol) in dry N,N-dimethylformamide (2 ml) was added copper(I) cyanide (135 mg, 1.5 mmol) and the mixture was heated at 150° C. for 2 h under nitrogen. The dark mixture was allowed to cool to room temperature and water was added. The suspension was made basic by the addition of 1 N sodium hydroxide, filtered and the filtrate was acidified by the addition of 4 M hydrochloric acid. The resulting p... The reactants are COc1cc(OC)c2c3c(c(=O)oc2c1)CNCC3, CO, ClCCN1CCCCC1. Product: COc1cc(OC)c2c3c(c(=O)oc2c1)CN(CCN1CCCCC1)CC3. RXN SMILES: [CH3:1][O:2][c:3]1[cH:4][c:5]2[c:6]([c:7]([O:9][CH3:10])[cH:8]1)[c:11]1[c:12]([c:17](=[O:19])[o:18]2)[CH2:13][NH:14][CH2:15][CH2:16]1.[CH3:29][OH:30].[Cl:20][CH2:21][CH2:22][N:23]1[CH2:24][CH2:25][CH2:26][CH2:27][CH2:28]1>>[CH3:1][O:2][c:3]1[cH:4][c:5]2[c:6]([c:7]([O:9][CH3:10])[cH:8]1)[c:11]1[c:12]([c:17](=[O:19])[o:18]2)[CH2:13][N:14]([CH2:21][CH2:22][N:23]2[CH2:24][CH2:25][CH2:26][CH2:27][CH2:28]2)[CH2:15][CH2:16]1. The reactants are C(=O)(O)[O-].[Na+] (NaHCO3), [Se](=O)=O (Selenium dioxide), C(C)NC(=O)C1=C(C2=C(S1)C=CC(=C2)OC)OC(C)C (N-ethyl-5-methoxy-3-(1-methylethoxy)benzo[b]thiophene-2-carboxamide), OO (hydrogen peroxide). Solvent: CCOC(=O)C (EtOAc), CO (MeOH). Run at time 8 hour. Product: C(C)NC(=O)C1=C(C2=C(S1=O)C=CC(=C2)OC)OC(C)C (N-ethyl-5-methoxy-3-(1-methylethoxy)benzo[b]thiophene-2-carboxamide -1-oxide). The yield is 47.0%. As a reaction SMILES: [Se](=O)=O.[CH2:4]([NH:6][C:7]([C:9]1[S:13][C:12]2[CH:14]=[CH:15][C:16]([O:18][CH3:19])=[CH:17][C:11]=2[C:10]=1[O:20][CH:21]([CH3:23])[CH3:22])=[O:8])[CH3:5].OO.C([O-])(O)=[O:27].[Na+]>CO.CCOC(C)=O>[CH2:4]([NH:6][C:7]([C:9]1[S:13](=[O:27])[C:12]2[CH:14]=[CH:15][C:16]([O:18][CH3:19])=[CH:17][C:11]=2[C:10]=1[O:20][CH:21]([CH3:22])[CH3:23])=[O:8])[CH3:5] |f:3.4|. Procedure: Selenium dioxide is added to a room temperature solution of N-ethyl-5-methoxy-3-(1-methylethoxy)benzo[b]thiophene-2-carboxamide (195 mg, 0.66 mmol) in 8 mL of MeOH containing 530 μL of hydrogen peroxide (30% aqueous). The reaction mixture is stirred overnight at room temperature. The reaction mixture is poured into EtOAc and saturated NaHCO3. The organic phase is washed with saturated NaHCO3, 1N HCl, then brine. The organic layer is dried over MgSO4, filtered, and concentrated in vacuo. The resu... The reactants are CCNCC, CN(C)C=O, CCO, Fc1ccc2c(-c3ccc(OCC4CO4)cc3)noc2c1. The product is CCN(CC)CC(O)COc1ccc(-c2noc3cc(F)ccc23)cc1. RXN SMILES: [CH2:22]([CH3:23])[NH:24][CH2:25][CH3:26].[CH3:27][N:28]([CH3:29])[CH:30]=[O:31].[CH3:32][CH2:33][OH:34].[F:1][c:2]1[cH:3][c:4]2[c:5]([c:6](-[c:9]3[cH:10][cH:11][c:12]([O:15][CH2:16][CH:17]4[O:18][CH2:19]4)[cH:13][cH:14]3)[n:7][o:8]2)[cH:20][cH:21]1>>[F:1][c:2]1[cH:3][c:4]2[c:5]([c:6](-[c:9]3[cH:10][cH:11][c:12]([O:15][CH2:16][CH:17]([OH:18])[CH2:19][N:24]([CH2:22][CH3:23])[CH2:25][CH3:26])[cH:13][cH:14]3)[n:7][o:8]2)[cH:20][cH:21]1. Reactants: BrC1=C(C=CC(=C1)Cl)CO ((2-bromo-4-chlorophenyl)methanol), FC1=CC=C(C=C1)C=C (4-fluoro-1-vinylbenzene). Product: ClC1=CC(=C(C=C1)CO)\C=C\C1=CC=C(C=C1)F ([4-chloro-2-[(E)-2-(4-fluorophenyl)ethenyl]phenyl]methanol). Reaction SMILES: Br[C:2]1[CH:7]=[C:6]([Cl:8])[CH:5]=[CH:4][C:3]=1[CH2:9][OH:10].[F:11][C:12]1[CH:17]=[CH:16][C:15]([CH:18]=[CH2:19])=[CH:14][CH:13]=1>>[Cl:8][C:6]1[CH:5]=[CH:4][C:3]([CH2:9][OH:10])=[C:2](/[CH:19]=[CH:18]/[C:15]2[CH:16]=[CH:17][C:12]([F:11])=[CH:13][CH:14]=2)[CH:7]=1. Procedure details: The title compound was prepared from (2-bromo-4-chlorophenyl)methanol and 4-fluoro-1-vinylbenzene according to the procedure for the preparation of Example 119, part B. 1H NMR (400 MHz, CDCl3): δ 1.72 (1H, t, J=5.6 Hz), 4.77 (2H, d, J=5.2 Hz), 6.98-7.08 (3H, m), 7.22-7.34 (3H, m), 7.47-7.50 (2H, m), 7.60 (1H, d, J=1.6 Hz).